From a dataset of the Open Reaction Database (ORD), a public repository of structured organic reaction records. describe an organic reaction: reactants, conditions, products, and yield The reactants are N1=C(C=CC2=CC=CC=C12)CCCCO (2-quinolinebutanol), BrCCCCCCBr (1,6-dibromohexane), ClCCl (dichloromethane), [OH-].[Na+] (sodium hydroxide). Solvent: CCOCC (Ether). Reaction conditions: time 18 hour. Yields the product BrCCCCCCOCCCCC1=NC2=CC=CC=C2C=C1 (2-[4-[(6-Bromohexyl)oxy]butyl]quinoline). RXN SMILES: [N:1]1[C:10]2[C:5](=[CH:6][CH:7]=[CH:8][CH:9]=2)[CH:4]=[CH:3][C:2]=1[CH2:11][CH2:12][CH2:13][CH2:14][OH:15].[Br:16][CH2:17][CH2:18][CH2:19][CH2:20][CH2:21][CH2:22]Br.ClCCl.[OH-].[Na+]>CCOCC>[Br:16][CH2:17][CH2:18][CH2:19][CH2:20][CH2:21][CH2:22][O:15][CH2:14][CH2:13][CH2:12][CH2:11][C:2]1[CH:3]=[CH:4][C:5]2[C:10](=[CH:9][CH:8]=[CH:7][CH:6]=2)[N:1]=1 |f:3.4|. Reported procedure: A mixture of 2-quinolinebutanol (2.56 g), 1,6-dibromohexane (5 ml), dichloromethane (2 ml), TAB (150 mg) and 50% aqueous sodium hydroxide (5 ml) was stirred at room temperature for 18 h. Ether (40 ml) was added and the organic phase separated, washed with water (20 ml), brine (20 ml), dried and evaporated in vacuo to an oil. The oil was purified by chromatography over a column of silica (Merck 60, Art. 7734). Elution with hexane and hexane-ether (9:1) followed by hexane-ether (1:1) afforded the ... Starting materials: [BH4-], [BH4-], [BH4-], CC(C)C(=O)CCC(C)C1CCC2C3CC(O)C4CC(OC(=O)c5ccccc5)CCC4(C)C3CCC12C, CCOCC, CO, CC(=O)O, [Ca+2], [Ca+2], [Cl-], [Cl-], [Na+]. The product is CC(C)C(O)CCC(C)C1CCC2C3CC(O)C4CC(OC(=O)c5ccccc5)CCC4(C)C3CCC12C. Reaction SMILES: [BH4-:39].[BH4-:41].[BH4-:42].[C:1]([c:2]1[cH:3][cH:4][cH:5][cH:6][cH:7]1)(=[O:8])[O:9][CH:10]1[CH2:11][CH:12]2[CH:13]([OH:38])[CH2:14][CH:15]3[CH:16]4[CH2:17][CH2:18][CH:19]([CH:20]([CH2:21][CH2:22][C:23]([CH:24]([CH3:25])[CH3:26])=[O:27])[CH3:28])[C:29]4([CH3:37])[CH2:30][CH2:31][CH:32]3[C:33]2([CH3:36])[CH2:34][CH2:35]1.[CH3:47][CH2:48][O:49][CH2:50][CH3:51].[CH3:52][OH:53].[CH3:54][C:55](=[O:56])[OH:57].[Ca+2:40].[Ca+2:46].[Cl-:44].[Cl-:45].[Na+:43]>>[C:1]([c:2]1[cH:3][cH:4][cH:5][cH:6][cH:7]1)(=[O:8])[O:9][CH:10]1[CH2:11][CH:12]2[CH:13]([OH:38])[CH2:14][CH:15]3[CH:16]4[CH2:17][CH2:18][CH:19]([CH:20]([CH2:21][CH2:22][CH:23]([CH:24]([CH3:25])[CH3:26])[OH:27])[CH3:28])[C:29]4([CH3:37])[CH2:30][CH2:31][CH:32]3[C:33]2([CH3:36])[CH2:34][CH2:35]1. Reactants: C1(=CC=CC=C1)S(=O)(=O)Cl (benzenesulfonyl chloride), C(CCCCCCCCCCCCCCCCC)OCC(O)COC(C1=CC=CC=C1)(C1=CC=CC=C1)C1=CC=CC=C1 ((rac)-1-O-octadecyl-3-O-trityl-glycerol), C1(=CC=CC=C1)S(=O)(=O)Cl (benzenesulfonylchloride). The solvent is C(Cl)(Cl)Cl (chloroform), N1=CC=CC=C1 (pyridine), N1=CC=CC=C1 (pyridine), ClCCl (dichloromethane). Reaction conditions: time 2 day. The product is C(CCCCCCCCCCCCCCCCC)OCC(OS(=O)(=O)C1=CC=CC=C1)COC(C1=CC=CC=C1)(C1=CC=CC=C1)C1=CC=CC=C1 ((rac)-1-O-octadecyl-2-O-benzenesulfonyl-3-O-trityl-glycerol). Isolated yield 98.9%. RXN SMILES: [CH2:1]([O:19][CH2:20][CH:21]([CH2:23][O:24][C:25]([C:38]1[CH:43]=[CH:42][CH:41]=[CH:40][CH:39]=1)([C:32]1[CH:37]=[CH:36][CH:35]=[CH:34][CH:33]=1)[C:26]1[CH:31]=[CH:30][CH:29]=[CH:28][CH:27]=1)[OH:22])[CH2:2][CH2:3][CH2:4][CH2:5][CH2:6][CH2:7][CH2:8][CH2:9][CH2:10][CH2:11][CH2:12][CH2:13][CH2:14][CH2:15][CH2:16][CH2:17][CH3:18].[C:44]1([S:50](Cl)(=[O:52])=[O:51])[CH:49]=[CH:48][CH:47]=[CH:46][CH:45]=1>N1C=CC=CC=1.ClCCl.C(Cl)(Cl)Cl>[CH2:1]([O:19][CH2:20][CH:21]([CH2:23][O:24][C:25]([C:38]1[CH:39]=[CH:40][CH:41]=[CH:42][CH:43]=1)([C:32]1[CH:33]=[CH:34][CH:35]=[CH:36][CH:37]=1)[C:26]1[CH:31]=[CH:30][CH:29]=[CH:28][CH:27]=1)[O:22][S:50]([C:44]1[CH:49]=[CH:48][CH:47]=[CH:46][CH:45]=1)(=[O:52])=[O:51])[CH2:2][CH2:3][CH2:4][CH2:5][CH2:6][CH2:7][CH2:8][CH2:9][CH2:10][CH2:11][CH2:12][CH2:13][CH2:14][CH2:15][CH2:16][CH2:17][CH3:18]. Reported procedure: To a stirred solution of (rac)-1-O-octadecyl-3-O-trityl-glycerol (30.52 g) in a mixture of pyridine (41.08 g) and dichloromethane (250 ml) was dropwise added a solution of benzenesulfonyl chloride (18.36 g) in chloroform (50 ml) during a period of 10 minutes below 10° C. After stirring for 2 days at ambient temperature, the reaction mixture was refluxed for 8 hours. To the reaction mixture, were dropwise added pyridine (12.75 g) and benzenesulfonylchloride (5.7 g) successively. After stirring fo... The reactants are CC(CN1CCCC1)(C)N1C=NC(=C1)NC(C(CCC)N)=O (2-Amino-pentanoic acid [1-(1,1-dimethyl-2-pyrrolidin-1-yl-ethyl)-1H-imidazol-4-yl]-amide), BrC=1C=C2CCC(CC2=CC1)=O (6-bromo-3,4-dihydro-1H-naphthalen-2-one). Product: CC(CN1CCCC1)(C)N1C=NC(=C1)NC(C(CCC)NC1CC2=CC=C(C=C2CC1)Br)=O (2-(6-Bromo-1,2,3,4-tetrahydro-naphthalen-2-ylamino)-pentanoic acid [1-(1,1-dimethyl-2-pyrrolidin-1-yl-ethyl)-1H-imidazol-4-yl]-amide). RXN SMILES: [CH3:1][C:2]([N:10]1[CH:14]=[C:13]([NH:15][C:16](=[O:22])[CH:17]([NH2:21])[CH2:18][CH2:19][CH3:20])[N:12]=[CH:11]1)([CH3:9])[CH2:3][N:4]1[CH2:8][CH2:7][CH2:6][CH2:5]1.[Br:23][C:24]1[CH:25]=[C:26]2[C:31](=[CH:32][CH:33]=1)[CH2:30][C:29](=O)[CH2:28][CH2:27]2>>[CH3:1][C:2]([N:10]1[CH:14]=[C:13]([NH:15][C:16](=[O:22])[CH:17]([NH:21][CH:29]2[CH2:28][CH2:27][C:26]3[C:31](=[CH:32][CH:33]=[C:24]([Br:23])[CH:25]=3)[CH2:30]2)[CH2:18][CH2:19][CH3:20])[N:12]=[CH:11]1)([CH3:9])[CH2:3][N:4]1[CH2:8][CH2:7][CH2:6][CH2:5]1. Procedure details: 2-Amino-pentanoic acid [1-(1,1-dimethyl-2-pyrrolidin-1-yl-ethyl)-1H-imidazol-4-yl]-amide was reacted with 6-bromo-3,4-dihydro-1H-naphthalen-2-one to provide the title compound: C13 NMR (100 MHz, CDCl3) 14.2, 19.6, 19.6, 24.3, 26.6, 27.8, 28.0, 29.1, 30.0, 36.0, 36.5, 36.6, 36.9, 53.0, 53.1, 56.0, 59.1, 59.1, 60.5, 60.7, 67.3, 104.7, 104.8, 119.6, 119.7, 129.0, 131.1, 131.1, 131.5, 131.6, 133.7, 134.2, 127.3, 137.3, 138.2, 138.5, 172.4, 172.4; MS m/z 516.3, 518.3 (M+1). Reactants: COC1=CC=2[C@H]3[C@H](NC(C2C(=C1)C)=O)CN(C3)C(=O)OC(C)(C)C ((±)-trans-tert-butyl 8-methoxy-6-methyl-5-oxo-3,3a,4,5-tetrahydro-1H-pyrrolo[3,4-c]isoquinoline-2(9bH)-carboxylate), C1(=CC=CC=C1)S (thiophenol), C([O-])([O-])=O.[K+].[K+] (potassium carbonate). Run in CN1C(CCC1)=O (N-methylpyrrolidinone). Conditions: temperature 160 celsius, time 4 hour. Yields the product OC1=CC=2[C@H]3[C@H](NC(C2C(=C1)C)=O)CN(C3)C(=O)OC(C)(C)C ((±)-trans-tert-Butyl 8-hydroxy-6-methyl-5-oxo-3,3a,4,5-tetrahydro-1H-pyrrolo[3,4-c]isoquinoline-2(9bH)-carboxylate). Yield: 65.0%. Reaction SMILES: C[O:2][C:3]1[CH:12]=[C:11]([CH3:13])[C:10]2[C:9](=[O:14])[NH:8][C@@H:7]3[CH2:15][N:16]([C:18]([O:20][C:21]([CH3:24])([CH3:23])[CH3:22])=[O:19])[CH2:17][C@H:6]3[C:5]=2[CH:4]=1.C1(S)C=CC=CC=1.C(=O)([O-])[O-].[K+].[K+]>CN1CCCC1=O>[OH:2][C:3]1[CH:12]=[C:11]([CH3:13])[C:10]2[C:9](=[O:14])[NH:8][C@@H:7]3[CH2:15][N:16]([C:18]([O:20][C:21]([CH3:24])([CH3:23])[CH3:22])=[O:19])[CH2:17][C@H:6]3[C:5]=2[CH:4]=1 |f:2.3.4|. Procedure details: To a solution of (±)-trans-tert-butyl 8-methoxy-6-methyl-5-oxo-3,3a,4,5-tetrahydro-1H-pyrrolo[3,4-c]isoquinoline-2(9bH)-carboxylate from Example 72, Part C (0.43 g, 1.29 mmol) in 8 mL of N-methylpyrrolidinone was added thiophenol (0.15 mL, 1.42 mmol) and potassium carbonate (27 mg, 0.19 mmol). The resulting mixture was stirred in a sealed vial at 160° C. for 4 h. The solution was allowed to cool and was partitioned between ether and 1N NaOH. The aqueous layer was washed with ether. The combined ...